This data is from the Open Reaction Database (ORD), a public repository of structured organic reaction records. The task is: describe an organic reaction: reactants, conditions, products, and yield Starting materials: COC(C)(C)C, C[Si](C)(C)C=[N+]=[N-], CO, Oc1c(I)cc(I)cc1I. Yields the product COc1c(I)cc(I)cc1I. As a reaction SMILES: [C:20]([O:21][CH3:22])([CH3:23])([CH3:24])[CH3:25].[CH3:11][Si:12]([CH:13]=[N+:14]=[N-:15])([CH3:16])[CH3:17].[CH3:18][OH:19].[I:1][c:2]1[c:3]([OH:10])[c:4]([I:9])[cH:5][c:6]([I:8])[cH:7]1>>[I:1][c:2]1[c:3]([O:10][CH3:11])[c:4]([I:9])[cH:5][c:6]([I:8])[cH:7]1. Starting materials: CCOCC, CO, CC(=O)Cl, O=C(O)C1CC(O)CN1. The product is COC(=O)C1CC(O)CN1. RXN SMILES: [CH3:14][CH2:15][O:16][CH2:17][CH3:18].[CH3:19][OH:20].[CH3:1][C:2](=[O:3])[Cl:4].[OH:5][CH:6]1[CH2:7][CH:8]([C:11](=[O:12])[OH:13])[NH:9][CH2:10]1>>[CH3:1][O:12][C:11]([CH:8]1[CH2:7][CH:6]([OH:5])[CH2:10][NH:9]1)=[O:13]. Starting materials: [Cl-].[NH4+] (ammonium chloride), BrC1=CC(OC2=C1C=C(C=C2)C(F)(F)F)(CF)CF (4-bromo-2,2-bis(fluoromethyl)-6-trifluoromethyl-2H-1-benzopyran), C(OCC)(OCC)=S (diethyl thiocarbonate), C(CCC)[Li] (n-butyllithium). The solvent is COC(C)(C)C (t-butyl methyl ether). Conditions: time 15 minute. The product is FCC1(OC2=C(C(=C1)C(OCC)=S)C=C(C=C2)C(F)(F)F)CF (O-ethyl 2,2-bis(fluoromethyl)-6-trifluoromethyl-2H-1-benzopyran-4-carbothioate). Isolated yield 52.0%. RXN SMILES: Br[C:2]1[C:7]2[CH:8]=[C:9]([C:12]([F:15])([F:14])[F:13])[CH:10]=[CH:11][C:6]=2[O:5][C:4]([CH2:18][F:19])([CH2:16][F:17])[CH:3]=1.C([Li])CCC.[C:25](=[S:32])(OCC)[O:26][CH2:27][CH3:28].[Cl-].[NH4+]>COC(C)(C)C>[F:17][CH2:16][C:4]1([CH2:18][F:19])[CH:3]=[C:2]([C:25](=[S:32])[O:26][CH2:27][CH3:28])[C:7]2[CH:8]=[C:9]([C:12]([F:15])([F:14])[F:13])[CH:10]=[CH:11][C:6]=2[O:5]1 |f:3.4|. Procedure details: An amount (58 mg) of 4-bromo-2,2-bis(fluoromethyl)-6-trifluoromethyl-2H-1-benzopyran was dissolved in t-butyl methyl ether (2 ml); to the solution, 1.69 M n-butyllithium (0.108 ml) was added at −70° C. under a nitrogen atmosphere and the mixture was stirred for 15 minutes. Then, diethyl thiocarbonate (67 mg) was added dropwise to the reaction mixture, which was stirred for 30 minutes at −70° C. To the reaction mixture, a saturated aqueous solution of ammonium chloride was added, followed by extr...